Dataset: the Open Reaction Database (ORD), a public repository of structured organic reaction records. Task: describe an organic reaction: reactants, conditions, products, and yield The reactants are CC(C)(C)OC(=O)N1CCN(Cc2ccc3oc(-c4cccc(N)c4)nc3n2)CC1, CN(C)c1cccc(C(=O)Cl)c1, Cl, c1ccncc1. The product is CN(C)c1cccc(C(=O)Nc2cccc(-c3nc4nc(CN5CCN(C(=O)OC(C)(C)C)CC5)ccc4o3)c2)c1. RXN SMILES: [C:1]([CH3:2])([CH3:3])([CH3:4])[O:5][C:6](=[O:7])[N:8]1[CH2:9][CH2:10][N:11]([CH2:14][c:15]2[cH:16][cH:17][c:18]3[c:19]([n:20]2)[n:21][c:22](-[c:24]2[cH:25][c:26]([NH2:30])[cH:27][cH:28][cH:29]2)[o:23]3)[CH2:12][CH2:13]1.[CH3:32][N:33]([c:34]1[cH:35][c:36]([C:37](=[O:38])[Cl:39])[cH:40][cH:41][cH:42]1)[CH3:43].[ClH:31].[cH:44]1[cH:45][cH:46][n:47][cH:48][cH:49]1>>[C:1]([CH3:2])([CH3:3])([CH3:4])[O:5][C:6](=[O:7])[N:8]1[CH2:9][CH2:10][N:11]([CH2:14][c:15]2[cH:16][cH:17][c:18]3[c:19]([n:20]2)[n:21][c:22](-[c:24]2[cH:25][c:26]([NH:30][C:37]([c:36]4[cH:35][c:34]([N:33]([CH3:32])[CH3:43])[cH:42][cH:41][cH:40]4)=[O:38])[cH:27][cH:28][cH:29]2)[o:23]3)[CH2:12][CH2:13]1. Reactants: IC=1C(C2=C(C(N(C=C2)C)=O)OC1C1=CC=CC=C1)=O (3-iodo-7-methyl-2-phenyl-7H-pyrano[2,3-c]pyridine-4,8-dione), IC=1C(C2=C(C(NC=C2)=O)OC1C1=CC=CC=C1)=O (3-iodo-2-phenyl-7H-pyrano[2,3-c]pyridine-4,8-dione), BrCCO (2-bromoethanol). Product: OCCN1C(C2=C(C=C1)C(C(=C(O2)C2=CC=CC=C2)I)=O)=O (7-(2-Hydroxy-ethyl)-3-iodo-2-phenyl-7H-pyrano[2,3-c]pyridine-4,8-dione). Isolated yield 81.0%. Reaction SMILES: [I:1][C:2]1[C:3](=[O:20])[C:4]2[CH:9]=[CH:8][N:7]([CH3:10])[C:6](=[O:11])[C:5]=2[O:12][C:13]=1[C:14]1[CH:19]=[CH:18][CH:17]=[CH:16][CH:15]=1.IC1C(=O)C2C=CN[C:26](=[O:30])C=2OC=1C1C=CC=CC=1.BrCCO>>[OH:30][CH2:26][CH2:10][N:7]1[CH:8]=[CH:9][C:4]2[C:3](=[O:20])[C:2]([I:1])=[C:13]([C:14]3[CH:15]=[CH:16][CH:17]=[CH:18][CH:19]=3)[O:12][C:5]=2[C:6]1=[O:11]. Procedure details: Following the procedure used to prepare 3-iodo-7-methyl-2-phenyl-7H-pyrano[2,3-c]pyridine-4,8-dione, 3-iodo-2-phenyl-7H-pyrano[2,3-c]pyridine-4,8-dione was reacted with 2-bromoethanol to give the title compound (45.2 mg, 81%) as a white solid. 1H NMR (400 MHz, DMSO-d6): δ 7.76-7.73 (m, 2H), 7.65 (d, J=7.3 Hz, 1H), 7.62-7.58 (m, 3H), 6.64 (d, J=7.3 Hz, 1H), 4.93 (t, J=5.5 Hz, 1H), 4.06 (t, J=5.4 Hz, 2H), 3.67 (q, J=5.4 Hz, 211). Reactants: CCO, Cl, [Na+], [OH-], O, CCOC(=O)C(O)c1ccccn1. Yields the product [Cl-], [Na+], O=C(O)C(O)c1ccccn1. RXN SMILES: [CH3:18][CH2:19][OH:20].[ClH:17].[Na+:15].[OH-:14].[OH2:16].[OH:1][CH:2]([C:3](=[O:4])[O:5][CH2:6][CH3:7])[c:8]1[n:9][cH:10][cH:11][cH:12][cH:13]1>>[Cl-:17].[Na+:15].[OH:1][CH:2]([C:3](=[O:4])[OH:5])[c:8]1[n:9][cH:10][cH:11][cH:12][cH:13]1. Starting materials: C(C)(=O)NC(C(=O)OC)P(=O)(OC)OC (Methyl (acetylamino)(dimethoxyphosphoryl)acetate), S1C(=C(C2=C1C=CC=C2)C=O)C=O (1-benzothiophene-2,3-dicarbaldehyde), S1C(=C(C2=C1C=CC=C2)C=O)C=O (1-Benzothiophene-2,3-dicarbaldehyde), ice, N12CCCCCC2=NCCC1 (1,8-diazabicyclo[5.4.0]undec-7-ene). Run in C(Cl)Cl (CH2Cl2), C(Cl)Cl (CH2Cl2). Run at time 5 minute. Yields the product C1=NC(=CC2=C1C1=C(S2)C=CC=C1)C(=O)OC (methyl benzothieno[3,2-c]pyridine-3-carboxylate). Yield: 73.0%. Reaction SMILES: [S:1]1[C:5]2[CH:6]=[CH:7][CH:8]=[CH:9][C:4]=2[C:3]([CH:10]=O)=[C:2]1[CH:12]=O.C([NH:17][CH:18](P(OC)(OC)=O)[C:19]([O:21][CH3:22])=[O:20])(=O)C.N12CCCN=C1CCCCC2>C(Cl)Cl>[CH:10]1[C:3]2[C:4]3[CH:9]=[CH:8][CH:7]=[CH:6][C:5]=3[S:1][C:2]=2[CH:12]=[C:18]([C:19]([O:21][CH3:22])=[O:20])[N:17]=1. Procedure: 1-Benzothiophene-2,3-dicarbaldehyde (C180) (1.91 g, 10.0 mmol) is dissolved in CH2Cl2 (100 ml) and chilled in an ice bath. Methyl (acetylamino)(dimethoxyphosphoryl)acetate (C152) (2.63 g, 11.0 mmol) is dissolved in CH2Cl2 (50 ml) and added to 1,8-diazabicyclo[5.4.0]undec-7-ene (1.65 ml, 11.0 mmol), stirring for 5 minutes. This solution is added dropwise to the chilled thiophene solution. The reaction mixture is stirred in the ice bath for 1 h and then over night at rt. The reaction is concentrat... Starting materials: COC1=C2CC(OCC2=C(C=C1)OC)CO (5,8-dimethoxy-3-hydroxymethyl-isochroman), [H-].[Na+] (sodium hydride), [H-].[Na+] (sodium hydride), IC (iodomethane). The reagents and catalysts are C([O-])([O-])=O.[Cs+].[Cs+] (cesium carbonate). The solvent is O1CCCC1 (tetrahydrofuran), O1CCCC1 (tetrahydrofuran). Product: COC1=C2CC(OCC2=C(C=C1)OC)COC (5,8-dimethoxy-3-methoxymethylisochroman). The yield is 86.0%. RXN SMILES: [H-].[Na+].[CH3:3][O:4][C:5]1[CH:14]=[CH:13][C:12]([O:15][CH3:16])=[C:11]2[C:6]=1[CH2:7][CH:8]([CH2:17][OH:18])[O:9][CH2:10]2.I[CH3:20]>O1CCCC1.C(=O)([O-])[O-].[Cs+].[Cs+]>[CH3:3][O:4][C:5]1[CH:14]=[CH:13][C:12]([O:15][CH3:16])=[C:11]2[C:6]=1[CH2:7][CH:8]([CH2:17][O:18][CH3:20])[O:9][CH2:10]2 |f:0.1,5.6.7|. Procedure details: To a suspension of sodium hydride (70 mg of 60% in oil; 1.78 mmol) in tetrahydrofuran (3 ml) was added a solution of 5,8-dimethoxy-3-hydroxymethyl-isochroman (330 mg; 1.48 mmol) in 7 ml of tetrahydrofuran. The resulting mixture was stirred at room temperature until H2 evolution ceased (~15 minutes) and iodomethane (500 μl; 5 eq) was added. The mixture was then stirred at room temperature for 30 minutes. Since the reaction was not complete another equivalent of sodium hydride was added along with... Reactants: Cl.CN(CCCN=C=NCC)C (1-(3-dimethylaminopropyl)-3-ethylcarbodiimide hydrochloride), C(C)OC=1C=C(C(=O)O)C=CC1C(F)(F)F (3-Ethoxy-4-trifluoromethyl-benzoic acid), Cl.CNOC (N,O-dimethylhydroxylamine hydrochloride), CN1CCOCC1 (N-methylmorpholine). The reagents and catalysts are CN(C)C=1C=CN=CC1 (4-DMAP). Solvent: C(Cl)Cl (DCM), CN(C)C=O (DMF). Reaction conditions: temperature 23 celsius, time 18 hour. The product is C(C)OC=1C=C(C(=O)N(C)OC)C=CC1C(F)(F)F (3-Ethoxy-N-methoxy-N-methyl-4-trifluoromethyl-benzamide). As a reaction SMILES: [CH2:1]([O:3][C:4]1[CH:5]=[C:6]([CH:10]=[CH:11][C:12]=1[C:13]([F:16])([F:15])[F:14])[C:7]([OH:9])=O)[CH3:2].Cl.[CH3:18][NH:19][O:20][CH3:21].CN1CCOCC1.Cl.CN(C)CCCN=C=NCC>CN(C1C=CN=CC=1)C.C(Cl)Cl.CN(C=O)C>[CH2:1]([O:3][C:4]1[CH:5]=[C:6]([CH:10]=[CH:11][C:12]=1[C:13]([F:16])([F:15])[F:14])[C:7]([N:19]([O:20][CH3:21])[CH3:18])=[O:9])[CH3:2] |f:1.2,4.5|. Reported procedure: To a mixture of 3-ethoxy-4-trifluoromethyl-benzoic acid from step 6 (13.76 g, 59 mmol), N,O-dimethylhydroxylamine hydrochloride (9.17 g, 94 mmol), N-methylmorpholine (9.51 mL, 94 mmol) and 4-DMAP (718 mg, 6 mmol) in DCM (185 mL) and DMF (38 mL) at 0° C. was added 1-(3-dimethylaminopropyl)-3-ethylcarbodiimide hydrochloride (EDC) (13.52 g, 70 mmol), and the mixture was stirred at 23° C. for 18 h. Poured onto ice cold 1 N HCl, extracted with TBME, washed with sat. NaHCO3-sol. and brine, dried over ...